This data is from the Open Reaction Database (ORD), a public repository of structured organic reaction records. The task is: describe an organic reaction: reactants, conditions, products, and yield Reaction SMILES: [BH4-].[Na+].[CH3:3][C:4]1[CH:5]=[C:6]([NH:17][C:18]([C:20]2[CH:21]=[N:22][N:23]([C:25]3[CH:30]=[CH:29][C:28]([C:31]([F:34])([F:33])[F:32])=[CH:27][CH:26]=3)[CH:24]=2)=[O:19])[CH:7]=[N:8][C:9]=1[C:10]1[CH2:15][CH2:14][C:13](=[O:16])[CH2:12][CH:11]=1.[OH-].[Na+].[CH3:37]O>>[OH:16][CH:13]1[CH2:14][CH2:15][C:10]([C:9]2[N:8]=[CH:7][C:6]([NH:17][C:18]([C:20]3[CH:21]=[N:22][N:23]([C:25]4[CH:26]=[CH:27][C:28]([C:31]([F:34])([F:32])[F:33])=[CH:29][CH:30]=4)[C:24]=3[CH3:37])=[O:19])=[CH:5][C:4]=2[CH3:3])=[CH:11][CH2:12]1 |f:0.1,3.4|. Reaction conditions: time 30 minute. Yields the product OC1CC=C(CC1)C1=C(C=C(C=N1)NC(=O)C=1C=NN(C1C)C1=CC=C(C=C1)C(F)(F)F)C (N-[6-(4-Hydroxycyclohex-1-en-1-yl)-5-methylpyridin-3-yl]-5-methyl-1-[4-(trifluoromethyl)-phenyl]-1H-pyrazole-4-carboxamide). The reactants are [BH4-].[Na+] (Sodium borohydride), CC=1C=C(C=NC1C1=CCC(CC1)=O)NC(=O)C=1C=NN(C1)C1=CC=C(C=C1)C(F)(F)F (N-[5-methyl-6-(4-oxocyclohex-1-en-1-yl)pyridin-3-yl]-1-[4-(trifluoromethyl)phenyl]-1H-pyrazole-4-carboxamide), CO (methanol), aqueous solution, [OH-].[Na+] (sodium hydroxide). Reported procedure: Sodium borohydride (19 mg) was added to a solution of N-[5-methyl-6-(4-oxocyclohex-1-en-1-yl)pyridin-3-yl]-1-[4-(trifluoromethyl)phenyl]-1H-pyrazole-4-carboxamide (114 mg) in methanol (15 ml) under ice-cooling and the mixture was stirred at the same temperature for 30 minutes. After the reaction, 1N aqueous solution of sodium hydroxide was added and the organic solvent was evaporated. The precipitated solid was washed with water, filtered and dried at 60° C. under current of air to give the titl...